Dataset: the Open Reaction Database (ORD), a public repository of structured organic reaction records. Task: describe an organic reaction: reactants, conditions, products, and yield Reaction SMILES: [Br:1][c:2]1[n:3][n+:4]([O-:17])[c:5]2[c:6]([n:7]1)[cH:8][c:9]1[c:13]([cH:14]2)[CH2:12][CH:11]([CH2:15][OH:16])[CH2:10]1.[CH3:18][CH2:19][NH2:20].[CH3:21][O:22][CH2:23][CH2:24][O:25][CH3:26]>>[c:2]1([NH:20][CH2:19][CH3:18])[n:3][n+:4]([O-:17])[c:5]2[c:6]([n:7]1)[cH:8][c:9]1[c:13]([cH:14]2)[CH2:12][CH:11]([CH2:15][OH:16])[CH2:10]1. Starting materials: [O-][n+]1nc(Br)nc2cc3c(cc21)CC(CO)C3, CCN, COCCOC. Product: CCNc1nc2cc3c(cc2[n+]([O-])n1)CC(CO)C3. Product: CC1=NN(C=C1)C1=CC=C(OCCN2CCCCC2)C=C1 (1-{2-[4-(3-Methyl-pyrazol-1-yl)-phenoxy]-ethyl}-piperidine). Isolated yield 54.0%. Reported procedure: The title compound was prepared from 4-(3-methyl-pyrazol-1-yl)-phenol (0.1 g, 0.61 mmol) and 1-(2-chloroethyl)piperidine hydrochloride (0.23 g, 1.25 mmol) using the general procedure C with a yield of 54% (90 mg); 1H NMR (400 MHz, CDCl3) 7.70 (d, J=2 Hz, 1H), 7.52 (d, J=9.2 Hz, 2H), 6.96 (d, J=9.2 Hz, 2H), 6.20 (d, J=2 Hz, 1H), 4.12 (t, J=12, 6 Hz, 2H), 2.78 (t, J=12, 6 Hz, 2H), 2.52 (br, 4H), 2.37 (s, 3H), 1.61-1.47 (m, 6H); LC/MS (ESI): 97%. As a reaction SMILES: [CH3:1][C:2]1[CH:6]=[CH:5][N:4]([C:7]2[CH:12]=[CH:11][C:10]([OH:13])=[CH:9][CH:8]=2)[N:3]=1.Cl.Cl[CH2:16][CH2:17][N:18]1[CH2:23][CH2:22][CH2:21][CH2:20][CH2:19]1>>[CH3:1][C:2]1[CH:6]=[CH:5][N:4]([C:7]2[CH:12]=[CH:11][C:10]([O:13][CH2:16][CH2:17][N:18]3[CH2:23][CH2:22][CH2:21][CH2:20][CH2:19]3)=[CH:9][CH:8]=2)[N:3]=1 |f:1.2|. Reactants: CC1=NN(C=C1)C1=CC=C(C=C1)O (4-(3-methyl-pyrazol-1-yl)-phenol), Cl.ClCCN1CCCCC1 (1-(2-chloroethyl)piperidine hydrochloride). Reactants: C(C1=CC=CC=C1)(=O)NC1=CC(=C(C=C1)[N+](=O)[O-])C(F)(F)F (N-benzoyl 3-(trifluoromethyl)-4-nitroaniline). Reagents/catalysts: [Pt](=O)=O (Platinum dioxide). The solvent is C(C)O (ethanol). Run at time 1.5 hour. Product: C(C1=CC=CC=C1)(=O)NC1=CC(=C(C=C1)N)C(F)(F)F (N-benzoyl 3-(trifluoromethyl)-4-aminoaniline). Isolated yield 91.0%. RXN SMILES: [C:1]([NH:9][C:10]1[CH:15]=[CH:14][C:13]([N+:16]([O-])=O)=[C:12]([C:19]([F:22])([F:21])[F:20])[CH:11]=1)(=[O:8])[C:2]1[CH:7]=[CH:6][CH:5]=[CH:4][CH:3]=1>C(O)C.[Pt](=O)=O>[C:1]([NH:9][C:10]1[CH:15]=[CH:14][C:13]([NH2:16])=[C:12]([C:19]([F:20])([F:21])[F:22])[CH:11]=1)(=[O:8])[C:2]1[CH:3]=[CH:4][CH:5]=[CH:6][CH:7]=1. Procedure details: Platinum dioxide (100 mg, 0.44 mmol) was added to a solution of N-benzoyl 3-(trifluoromethyl)-4-nitroaniline (913 mg, 2.94 mmol) in ethanol (50 ml) at ambient temperature and the reaction stirred for 1.5 hours under an atmosphere of hydrogen. Filtration of the reaction through a pad of celite and solvent evaporation in vacuo, yielded N-benzoyl 3-(trifluoromethyl)-4-aminoaniline (750 mg, 91% yield) as an off-white solid: